This data is from the Open Reaction Database (ORD), a public repository of structured organic reaction records. The task is: describe an organic reaction: reactants, conditions, products, and yield The reactants are C1=CC=NC(=C1)OC(=S)OC2=CC=CC=N2 (di-2-pyridyl thionocarbonate), NC1=C(C2=C(N(C=N2)C)C=C1)C (5-amino-1,4-dimethylbenzimidazole). Reagents/catalysts: CN(C1=CC=NC=C1)C (4-dimethylaminopyridine). Solvent: C(Cl)Cl (methylene chloride), C(Cl)Cl (methylene chloride). Run at time 3 hour. The product is CN1C=NC2=C1C=CC(=C2C)N=C=S (1,4-dimethyl-5-benzimidazolylisothiocyanate). Reaction SMILES: C1C=C(O[C:8](OC2N=CC=CC=2)=[S:9])N=CC=1.[NH2:17][C:18]1[CH:27]=[CH:26][C:21]2[N:22]([CH3:25])[CH:23]=[N:24][C:20]=2[C:19]=1[CH3:28]>CN(C)C1C=CN=CC=1.C(Cl)Cl>[CH3:25][N:22]1[C:21]2[CH:26]=[CH:27][C:18]([N:17]=[C:8]=[S:9])=[C:19]([CH3:28])[C:20]=2[N:24]=[CH:23]1. Reported procedure: To a solution of di-2-pyridyl thionocarbonate (494 mg) and 4-dimethylaminopyridine (0.01 g) in methylene chloride (40 mL) is added dropwise over 30 minutes, a solution of 5-amino-1,4-dimethylbenzimidazole (176 mg) in methylene chloride (20 mL). The mixture is stirred for 3 hours at room temperature, then rotary evaporated. The residue is purified by flash chromatography on silica gel, eluting with 50% ethyl acetate/hexane, to afford 1,4-dimethyl-5-benzimidazolylisothiocyanate as a white solid. Reported procedure: A mixture of the product of step iv) (1.8 g), ethanol (40 ml) and 20% w/v aqueous potassium hydroxide solution (40 ml) was heated to reflux overnight, cooled and evaporated to dryness. The residue was partitioned between water and dichloromethane and the organic layer was separated, washed with brine, dried (MgSO4) and evaporated to yield 1-benzyl-3-(piperazin-1-yl)-7-methoxy-4-quinolone (1.5 g) as a yellow foam: NMR (CDCl3) δ 2.80(1H,m), 3.20(8H,m), 3.73(3H,s), 5.28(2H,s), 6.59(1H,d), 6.88(1H,d... The product is C(C1=CC=CC=C1)N1C=C(C(C2=CC=C(C=C12)OC)=O)N1CCNCC1 (1-benzyl-3-(piperazin-1-yl)-7-methoxy-4-quinolone). Solvent: C(C)O (ethanol). The reactants are C(C1=CC=CC=C1)N1C=C(C(C2=CC=C(C=C12)OC)=O)N1CCN(CC1)C(=O)OCC (1-benzyl-3-(1-ethoxycarbonylpiperazin-4-yl)-7-methoxy-4-quinolone), [OH-].[K+] (potassium hydroxide). As a reaction SMILES: [CH2:1]([N:8]1[C:17]2[C:12](=[CH:13][CH:14]=[C:15]([O:18][CH3:19])[CH:16]=2)[C:11](=[O:20])[C:10]([N:21]2[CH2:26][CH2:25][N:24](C(OCC)=O)[CH2:23][CH2:22]2)=[CH:9]1)[C:2]1[CH:7]=[CH:6][CH:5]=[CH:4][CH:3]=1.[OH-].[K+]>C(O)C>[CH2:1]([N:8]1[C:17]2[C:12](=[CH:13][CH:14]=[C:15]([O:18][CH3:19])[CH:16]=2)[C:11](=[O:20])[C:10]([N:21]2[CH2:22][CH2:23][NH:24][CH2:25][CH2:26]2)=[CH:9]1)[C:2]1[CH:3]=[CH:4][CH:5]=[CH:6][CH:7]=1 |f:1.2|. Starting materials: CC1=CC=CC(=N1)C=O (6-methyl-2-pyridinecarboxaldehyde), ClC=1N=C(C2=C(N1)C=C(S2)CN2CCN(CC2)CC2=NC(=CC=C2)C)N2CCOCC2 (2-chloro-6-[4-(6-methyl-pyridin-2-ylmethyl)-piperazin-1-ylmethyl]-4-morpholin-4-yl-thieno[3,2-d]pyrimidine), CC1=CC=CC(=N1)CN1CCNCC1 (1-(6-methyl-pyridin-2-ylmethyl)-piperazine), amine, CC1=CC=CC(=N1)CN1CCNCC1 (1-(6-methyl-pyridin-2-ylmethyl)-piperazine). The product is N1N=CC2=C(C=CC=C12)C=1N=C(C2=C(N1)C=C(S2)CN2CCN(CC2)CC2=NC(=CC=C2)C)N2CCOCC2 (2-(1H-Indazol-4-yl)-6-[4-(6-methyl-pyridin-2-ylmethyl)-piperazin-1-ylmethyl]-4-morpholin-4-yl-thieno[3,2-d]pyrimidine). RXN SMILES: Cl[C:2]1[N:3]=[C:4]([N:26]2[CH2:31][CH2:30][O:29][CH2:28][CH2:27]2)[C:5]2[S:10][C:9]([CH2:11][N:12]3[CH2:17][CH2:16][N:15]([CH2:18][C:19]4[CH:24]=[CH:23][CH:22]=[C:21]([CH3:25])[N:20]=4)[CH2:14][CH2:13]3)=[CH:8][C:6]=2[N:7]=1.[CH3:32][C:33]1N=[C:37]([CH2:39][N:40]2CCNCC2)[CH:36]=[CH:35][CH:34]=1.CC1[N:52]=C(C=O)C=CC=1>>[NH:52]1[C:32]2[C:37](=[C:36]([C:2]3[N:3]=[C:4]([N:26]4[CH2:31][CH2:30][O:29][CH2:28][CH2:27]4)[C:5]4[S:10][C:9]([CH2:11][N:12]5[CH2:17][CH2:16][N:15]([CH2:18][C:19]6[CH:24]=[CH:23][CH:22]=[C:21]([CH3:25])[N:20]=6)[CH2:14][CH2:13]5)=[CH:8][C:6]=4[N:7]=3)[CH:35]=[CH:34][CH:33]=2)[CH:39]=[N:40]1. Procedure details: Via 2-chloro-6-[4-(6-methyl-pyridin-2-ylmethyl)-piperazin-1-ylmethyl]-4-morpholin-4-yl-thieno[3,2-d]pyrimidine, prepared from 1-(6-methyl-pyridin-2-ylmethyl)-piperazine. The amine, 1-(6-methyl-pyridin-2-ylmethyl)-piperazine, was prepared using 6-methyl-2-pyridinecarboxaldehyde, analogous to 124. Reactants: C(C)(C)(C)[Si](O[C@H]1[C@H](C(O[C@H](C(N[C@H](C(N2CCC[C@@H](C(N[C@@H](C3=CC=CC(/C=C/CC1)=C3)C)=O)N2)=O)C)=O)C(C)C)=O)C)(C)C ((E)-(2R,5S,11S,14S,17R,18R)-18-(tert-butyl-dimethyl-silanyloxy)-14-isopropyl-2,11,17-trimethyl-15-oxa-3,9,12,28-tetraaza-tricyclo[21.3.1.1*5,9*]octacosa-1(26),21,23(27),24-tetraene-4,10,13,16-tetraone), N1=CC=CC=C1 (pyridine). The reagents and catalysts are [Pd] (palladium on carbon). Run in C(C)(=O)OCC (ethyl acetate), C(C)(=O)OCC (ethyl acetate). Run at time 16 hour. Yields the product O[C@H]1[C@H](C(O[C@H](C(N[C@H](C(N2CCC[C@@H](C(N[C@@H](C3=CC=CC(CCCC1)=C3)C)=O)N2)=O)C)=O)C(C)C)=O)C ((2R,5S,11S,14S,17R,18R)-18-Hydroxy-14-isopropyl-2,11,17-trimethyl-15-oxa-3,9,12,28-tetraaza-tricyclo[21.3.1.1*5,9*]octacosa-1(26),23(27),24-triene-4,10,13,16-tetraone). RXN SMILES: C([Si](C)(C)[O:6][C@@H:7]1[CH2:32][CH2:31][CH:30]=[CH:29][C:28]2=[CH:33][C:24](=[CH:25][CH:26]=[CH:27]2)[C@@H:23]([CH3:34])[NH:22][C:21](=[O:35])[C@H:20]2[NH:36][N:16]([CH2:17][CH2:18][CH2:19]2)[C:15](=[O:37])[C@H:14]([CH3:38])[NH:13][C:12](=[O:39])[C@H:11]([CH:40]([CH3:42])[CH3:41])[O:10][C:9](=[O:43])[C@@H:8]1[CH3:44])(C)(C)C.N1C=CC=CC=1>C(OCC)(=O)C.[Pd]>[OH:6][C@@H:7]1[CH2:32][CH2:31][CH2:30][CH2:29][C:28]2=[CH:33][C:24](=[CH:25][CH:26]=[CH:27]2)[C@@H:23]([CH3:34])[NH:22][C:21](=[O:35])[C@H:20]2[NH:36][N:16]([CH2:17][CH2:18][CH2:19]2)[C:15](=[O:37])[C@H:14]([CH3:38])[NH:13][C:12](=[O:39])[C@H:11]([CH:40]([CH3:42])[CH3:41])[O:10][C:9](=[O:43])[C@@H:8]1[CH3:44]. Procedure details: To (E)-(2R,5S,11S,14S,17R,18R)-18-(tert-butyl-dimethyl-silanyloxy)-14-isopropyl-2,11,17-trimethyl-15-oxa-3,9,12,28-tetraaza-tricyclo[21.3.1.1*5,9*]octacosa-1(26),21,23(27),24-tetraene-4,10,13,16-tetraone (50 mg, 0.08 mmol) in ethyl acetate (10 mL) at room temperature was added 10% palladium on carbon (50 mg). The system was purged with hydrogen gas and stirred vigorously for 16 h. The reaction mixture was filtered through Celite and the filter pad washed with methanol. The filtrate was concentra...